The task is: describe an organic reaction: reactants, conditions, products, and yield. This data is from the Open Reaction Database (ORD), a public repository of structured organic reaction records. Starting materials: [OH-].[Li+] (lithium hydroxide), COC(CC1=CC2=CC=C(C=C2C(=C1)OC1=CC=C(C=C1)S(=O)(=O)CC)F)=O ([4-(4-ethanesulfonyl-phenoxy)-6-fluoro-naphthalen-2-yl]-acetic acid methyl ester), Cl (hydrochloric acid). Run in O1CCCC1 (tetrahydrofuran). Reaction conditions: time 8 hour. The product is C(C)S(=O)(=O)C1=CC=C(OC2=CC(=CC3=CC=C(C=C23)F)CC(=O)O)C=C1 ([4-(4-ethanesulfonyl-phenoxy)-6-fluoro-naphthalen-2-yl]-acetic acid). Isolated yield 40.2%. Reaction SMILES: [OH-].[Li+].C[O:4][C:5](=[O:30])[CH2:6][C:7]1[CH:16]=[C:15]([O:17][C:18]2[CH:23]=[CH:22][C:21]([S:24]([CH2:27][CH3:28])(=[O:26])=[O:25])=[CH:20][CH:19]=2)[C:14]2[C:9](=[CH:10][CH:11]=[C:12]([F:29])[CH:13]=2)[CH:8]=1.Cl>O1CCCC1>[CH2:27]([S:24]([C:21]1[CH:22]=[CH:23][C:18]([O:17][C:15]2[C:14]3[C:9](=[CH:10][CH:11]=[C:12]([F:29])[CH:13]=3)[CH:8]=[C:7]([CH2:6][C:5]([OH:30])=[O:4])[CH:16]=2)=[CH:19][CH:20]=1)(=[O:25])=[O:26])[CH3:28] |f:0.1|. Procedure: 5 N lithium hydroxide (6 mL) was added to a solution of [4-(4-ethanesulfonyl-phenoxy)-6-fluoro-naphthalen-2-yl]-acetic acid methyl ester (64 mg, 0.16 mmol) in tetrahydrofuran (4 mL). After being stirred at room temperature overnight, the resulting mixture was acidified to pH 3 with 5 N hydrochloric acid, and then extracted with ethyl acetate (10 mL×2). The organic layers were dried over sodium sulfate and concentrated in vacuo. The residue was precipitated from ethyl ester/petroleum ether (1:10)... The reactants are Cl (hydrochloric acid), OCC=1OC(=C(C(C1)=O)O)CO (2,6-Dihydroxymethyl-5-hydroxy-4-pyrone). The reagents and catalysts are [Zn] (zinc), [Zn] (zinc). The solvent is O (water). Reaction conditions: temperature 5 celsius, time 30 minute. The product is CC1=C(C(C=C(O1)CO)=O)O (6-Methyl-5-hydroxy-2-hydroxymethyl-4-pyrone). Reaction SMILES: [OH:1][CH2:2][C:3]1[O:4][C:5]([CH2:11]O)=[C:6]([OH:10])[C:7](=[O:9])[CH:8]=1.Cl>[Zn].O>[CH3:11][C:5]1[O:4][C:3]([CH2:2][OH:1])=[CH:8][C:7](=[O:9])[C:6]=1[OH:10]. Procedure: 2,6-Dihydroxymethyl-5-hydroxy-4-pyrone, 10 g, was added to 50 ml of water to dissolve at 70° C. To the solution was added 8 g of zinc powders and, 28 ml of conc. hydrochloric acid (12 N) was dropwise added to the mixture over an hour. The mixture was stirred at the same temperature for 30 minutes. Insoluble matters (zinc powders) were removed and the reaction solution was cooled to 5° C. After adjusting its pH to 2 with 50% aqueous sodium hydroxide solution, the mixture was stirred at the same t... Reactants: COCCOC1=CC=C2C3=C(NC2=C1)C(=NC=C3C3=C(C(=CC=C3)N3C=NC1=CC=CC=C1C3=O)C)C(=O)N (7-(2-methoxyethoxy)-4-(2-methyl-3-(4-oxoquinazolin-3(4H)-yl)phenyl)-9H-pyrido[3,4-b]indole-1-carboxamide), BrB(Br)Br (tribromoborane). The solvent is ClCCl (dichloromethane), ClCCl (dichloromethane). Run at time 1.5 hour. The product is OCCOC1=CC=C2C3=C(NC2=C1)C(=NC=C3C3=C(C(=CC=C3)N3C=NC1=CC=CC=C1C3=O)C)C(=O)N (7-(2-Hydroxyethoxy)-4-(2-methyl-3-(4-oxoquinazolin-3(4H)-yl)phenyl)-9H-pyrido[3,4-b]indole-1-carboxamide). Yield: 43.3%. As a reaction SMILES: C[O:2][CH2:3][CH2:4][O:5][C:6]1[CH:14]=[C:13]2[C:9]([C:10]3[C:18]([C:19]4[CH:24]=[CH:23][CH:22]=[C:21]([N:25]5[C:34](=[O:35])[C:33]6[C:28](=[CH:29][CH:30]=[CH:31][CH:32]=6)[N:27]=[CH:26]5)[C:20]=4[CH3:36])=[CH:17][N:16]=[C:15]([C:37]([NH2:39])=[O:38])[C:11]=3[NH:12]2)=[CH:8][CH:7]=1.BrB(Br)Br>ClCCl>[OH:2][CH2:3][CH2:4][O:5][C:6]1[CH:14]=[C:13]2[C:9]([C:10]3[C:18]([C:19]4[CH:24]=[CH:23][CH:22]=[C:21]([N:25]5[C:34](=[O:35])[C:33]6[C:28](=[CH:29][CH:30]=[CH:31][CH:32]=6)[N:27]=[CH:26]5)[C:20]=4[CH3:36])=[CH:17][N:16]=[C:15]([C:37]([NH2:39])=[O:38])[C:11]=3[NH:12]2)=[CH:8][CH:7]=1. Procedure: To a solution of 7-(2-methoxyethoxy)-4-(2-methyl-3-(4-oxoquinazolin-3(4H)-yl)phenyl)-9H-pyrido[3,4-b]indole-1-carboxamide (101 mg, 0.194 mmol) in dichloromethane (5 mL) at 0° C. was added tribromoborane in dichloromethane (0.622 mL, 0.622 mmol) over 5 min. The resulting heterogeneous mixture was stirred at room temperature for 1.5 hr. The reaction was quenched with ice water (15 mL). The mixture was basified with 1 N NaOH solution to pH 10 and extracted with ethyl acetate (3×40 mL). The combined... Starting materials: C(C)(C)(C)OC(=O)N1C(=NC2=C1C=CC(=C2C)NC(=S)NCCN)C (N-(1-t-butoxycarbonyl-2,4-dimethyl-5-benzimidazolyl)-N′-2-aminoethylthiourea), mercuric acetate. Solvent: CO (methanol). Conditions: time 1 hour. Yields the product CC=1NC2=C(N1)C=CC(=C2C)NN2C=NCC2 (2,4-dimethyl-5-(2-imidazolinylamino)benzimidazole). RXN SMILES: C(OC([N:8]1[C:12]2[CH:13]=[CH:14][C:15]([NH:18]C(NCCN)=S)=[C:16]([CH3:17])[C:11]=2[N:10]=[C:9]1[CH3:25])=O)(C)(C)C>CO>[CH3:25][C:9]1[NH:10][C:11]2[C:16]([CH3:17])=[C:15]([NH:18][N:10]3[CH2:11][CH2:12][N:8]=[CH:9]3)[CH:14]=[CH:13][C:12]=2[N:8]=1. Reported procedure: A mixture of N-(1-t-butoxycarbonyl-2,4-dimethyl-5-benzimidazolyl)-N′-2-aminoethylthiourea (1.33 g, 3.66 mmol) and mercuric acetate (1.45 g, 4.54 mmol) in methanol (150 mL) is stirred at room temperature for 1 hour. The resulting black mixture is filtered on Celite with a methanol wash of the solids. The filtrate is rotary evaporated and the residue is purified by flash chromatography on a short pad of silica gel, eluting with 10% methanol/chloroform containing 1% of ammonium hydroxide. The produ... As a reaction SMILES: [C:1](OC)(=O)[CH:2]=[CH2:3].[CH3:7][CH2:8][C@@H:9]1[C@@H:14]2[CH2:15][C@@H:16]([C@H:17](O)[C:18]3C=CN=C4C=3C=C(OC)C=C4)N(C[CH2:13]2)C1.[C:31]([O:34][C:35](=[O:37])[CH3:36])(=O)C>C1(C)C=CC=CC=1>[CH3:1][C:2]1([CH3:3])[CH2:7][CH2:8][CH2:9][C:14]2([CH3:13])[C:15]1=[CH:16][CH:17]=[CH:18][CH:36]2[C:35]([O:34][CH3:31])=[O:37]. Solvent: C1(=CC=CC=C1)C (toluene). The product is CC1(C2=CC=CC(C2(CCC1)C)C(=O)OC)C (methyl 5,5,8a-trimethyl-1,5,6,7,8,8a-hexahydro-naphthalene-carboxylate). The reactants are amine, C(C)(=O)OC(C)=O (acetic anhydride), C(C=C)(=O)OC (methyl acrylate), CC[C@H]1CN2CC[C@H]1C[C@H]2[C@@H](C3=C4C=C(C=CC4=NC=C3)OC)O (hydroquinine), stainless steel. Procedure details: A solution of 3.86 g (20 mM) of the amine obtained according to letter b above, 3.44 g (40 mM) of methyl acrylate in 20 ml of toluene containing 20 mg of hydroquinine was heated in an autoclave of stainless steel under nitrogen at 150° during 3 h. Then, 4.1 g (40 mM) of acetic anhydride were added and the mixture was heated at 150° during 1 h. The evaporation of the solvent and distillation of the residue gave 3.95 g (yield: 84%) of the desired ester; bp 160°-180°/2.66 Pa. Isolated yield 84.0%. Reactants: O=C([O-])[O-], C=CCBr, CC(C)=O, [K+], [K+], O=C1NCC(Cc2ccccc2O)O1. Yields the product C=CCOc1ccccc1CC1CNC(=O)O1. As a reaction SMILES: [C:15](=[O:16])([O-:17])[O-:18].[CH2:21]([CH:22]=[CH2:23])[Br:24].[CH3:25][C:26](=[O:27])[CH3:28].[K+:19].[K+:20].[OH:1][c:2]1[c:3]([CH2:4][CH:5]2[CH2:6][NH:7][C:8](=[O:10])[O:9]2)[cH:11][cH:12][cH:13][cH:14]1>>[O:1]([c:2]1[c:3]([CH2:4][CH:5]2[CH2:6][NH:7][C:8](=[O:10])[O:9]2)[cH:11][cH:12][cH:13][cH:14]1)[CH2:23][CH:22]=[CH2:21]. The reactants are C, CO, CC1CNCCN1c1ccc(Cl)cc1, [H][H], [Pd]. Yields the product CC1CNCCN1c1ccccc1. RXN SMILES: [C:19].[CH3:17][OH:18].[Cl:1][c:2]1[cH:3][cH:4][c:5]([N:8]2[CH:9]([CH3:14])[CH2:10][NH:11][CH2:12][CH2:13]2)[cH:6][cH:7]1.[H:15][H:16].[Pd:20]>>[cH:2]1[cH:3][cH:4][c:5]([N:8]2[CH:9]([CH3:14])[CH2:10][NH:11][CH2:12][CH2:13]2)[cH:6][cH:7]1.